Dataset: the Open Reaction Database (ORD), a public repository of structured organic reaction records. Task: describe an organic reaction: reactants, conditions, products, and yield Reactants: compound, CS(=O)(=O)OCCN1C=CC=2C=3N(C(=NC21)N)N=C(N3)C=3OC=CC3 (2-{5-amino-2-(furan-2-yl)-7H-pyrrolo[3,2-e][1,2,4]triazolo[1,5-c]pyrimidin-7-yl}ethyl methanesulfonate), FC1=C(C=CC(=C1)F)N1CCNCCC1 (1-(2,4-difluorophenyl)-1,4-diazepane), CCN(C(C)C)C(C)C (DIEA). Run in CN(C)C=O (DMF). Reaction conditions: temperature 100 celsius, time 5 hour. Product: FC1=C(C=CC(=C1)F)N1CCN(CCC1)CCN1C=CC=2C=3N(C(=NC21)N)N=C(N3)C=3OC=CC3 (7-(2-(4-(2,4-difluorophenyl)-1,4-diazepan-1-yl)ethyl)-2-(furan-2-yl)-7H-pyrrolo[3,2-e][1,2,4]triazolo[1,5-c]pyrimidin-5-amine). As a reaction SMILES: CS(O[CH2:6][CH2:7][N:8]1[C:16]2[N:15]=[C:14]([NH2:17])[N:13]3[N:18]=[C:19]([C:21]4[O:22][CH:23]=[CH:24][CH:25]=4)[N:20]=[C:12]3[C:11]=2[CH:10]=[CH:9]1)(=O)=O.[F:26][C:27]1[CH:32]=[C:31]([F:33])[CH:30]=[CH:29][C:28]=1[N:34]1[CH2:40][CH2:39][CH2:38][NH:37][CH2:36][CH2:35]1.CCN(C(C)C)C(C)C>CN(C=O)C>[F:26][C:27]1[CH:32]=[C:31]([F:33])[CH:30]=[CH:29][C:28]=1[N:34]1[CH2:40][CH2:39][CH2:38][N:37]([CH2:6][CH2:7][N:8]2[C:16]3[N:15]=[C:14]([NH2:17])[N:13]4[N:18]=[C:19]([C:21]5[O:22][CH:23]=[CH:24][CH:25]=5)[N:20]=[C:12]4[C:11]=3[CH:10]=[CH:9]2)[CH2:36][CH2:35]1. Procedure: To a solution of the title D compound of Example 1, 2-{5-amino-2-(furan-2-yl)-7H-pyrrolo[3,2-e][1,2,4]triazolo[1,5-c]pyrimidin-7-yl}ethyl methanesulfonate (0.06 g, 0.165 mmol) in dry DMF (5 mL), the title A compound, 1-(2,4-difluorophenyl)-1,4-diazepane (0.33 mmol) and 0.06 mL of DIEA are added, and the solution is stirred at 100° C. for 5 h. The reaction mixture is cooled to RT, and the solvent is removed under reduced pressure. The crude product is purified by flash chromatography using a 95/5... The yield is 96.1%. As a reaction SMILES: [C:1]([N:5]1[C:9]([C:10]2[CH:15]=[CH:14][C:13]([O:16][CH3:17])=[CH:12][CH:11]=2)=[C:8]([C:18]2[S:19][CH:20]=[C:21](/[CH:23]=[CH:24]/[C:25]([O:27]CC)=[O:26])[N:22]=2)[CH:7]=[N:6]1)([CH3:4])([CH3:3])[CH3:2].[OH-].[Na+].Cl>C1COCC1.CO>[C:1]([N:5]1[C:9]([C:10]2[CH:11]=[CH:12][C:13]([O:16][CH3:17])=[CH:14][CH:15]=2)=[C:8]([C:18]2[S:19][CH:20]=[C:21](/[CH:23]=[CH:24]/[C:25]([OH:27])=[O:26])[N:22]=2)[CH:7]=[N:6]1)([CH3:4])([CH3:2])[CH3:3] |f:1.2|. Run in C1CCOC1 (THF), CO (methanol). Product: C(C)(C)(C)N1N=CC(=C1C1=CC=C(C=C1)OC)C=1SC=C(N1)/C=C/C(=O)O ((E)-3-(2-(1-(tert-butyl)-5-(4-methoxyphenyl)-1H-pyrazol-4-yl)thiazol-4-yl)acrylic acid). Conditions: temperature 60 celsius, time 3 hour. Starting materials: C(C)(C)(C)N1N=CC(=C1C1=CC=C(C=C1)OC)C=1SC=C(N1)/C=C/C(=O)OCC (ethyl(E)-3-(2-(1-(tert-butyl)-5-(4-methoxyphenyl)-1H-pyrazol-4-yl)thiazol-4-yl)acrylate), [OH-].[Na+] (sodium hydroxide), Cl (hydrochloric acid). Reported procedure: To a mixed solution of the compound (200 mg, 0.49 mmol) obtained in step 4 in THF (2 mL) and methanol (2 mL) was added 1N aqueous sodium hydroxide solution (0.972 ml, 0.97 mmol) at room temperature, and the mixture was stirred at 60° C. for 3 hr. The reaction mixture was cooled to room temperature, and 1N hydrochloric acid was added until the mixture became pH 2-3. The mixture was extracted with ethyl acetate, the organic layer was dried, and the solvent was evaporated under reduced pressure to ... The reactants are C(C1=CC=CC=C1)OC(=O)N1CCC(CC1)C(NC1=NC=NC(=C1)C1=C(C=CC(=C1)F)OC)=O (4-[6-(5-fluoro-2-methoxy-phenyl)-pyrimidin-4-ylcarbamoyl]-piperidine-1-carboxylic acid benzyl ester). The reagents and catalysts are [Pd] (Pd/C). Solvent: CO (methanol). Reaction conditions: time 18 hour. Product: FC=1C=CC(=C(C1)C1=CC(=NC=N1)NC(=O)C1CCNCC1)OC (piperidine-4-carboxylic acid [6-(5-fluoro-2-methoxy-phenyl)-pyrimidin-4-yl]-amide). Yield: 27.4%. As a reaction SMILES: C(OC([N:11]1[CH2:16][CH2:15][CH:14]([C:17](=[O:34])[NH:18][C:19]2[CH:24]=[C:23]([C:25]3[CH:30]=[C:29]([F:31])[CH:28]=[CH:27][C:26]=3[O:32][CH3:33])[N:22]=[CH:21][N:20]=2)[CH2:13][CH2:12]1)=O)C1C=CC=CC=1>CO.[Pd]>[F:31][C:29]1[CH:28]=[CH:27][C:26]([O:32][CH3:33])=[C:25]([C:23]2[N:22]=[CH:21][N:20]=[C:19]([NH:18][C:17]([CH:14]3[CH2:15][CH2:16][NH:11][CH2:12][CH2:13]3)=[O:34])[CH:24]=2)[CH:30]=1. Procedure: 4-[6-(5-Fluoro-2-methoxy-phenyl)-pyrimidin-4-ylcarbamoyl]-piperidine-1-carboxylic acid benzyl ester (XXI) (0.39 g, 0.84 mmol) was dissolved in methanol (15 ml) and 10% Pd/C (0.2 g) was added under an atmosphere of nitrogen. The mixture was stirred at room temperature under hydrogen balloon pressure for 18 hours. The catalyst was removed from the reaction mixture by filtration through a celite bed and the filtrate was evaporated to dryness. The resulting crude product was triturated with dry diet... The reactants are CC1=NC2=CC=C(C=C2C(N1COC(C(C)(C)C)=O)=O)CN(CCOC(C)=O)C1=CC=C(C(=O)O)C=C1 (p-[N-(3,4-dihydro-2-methyl-4-oxo-3-pivaloyloxymethylquinazolin-6-ylmethyl)-N-(2-acetoxyethyl)amino]benzoic acid), C(#N)C=1C=C(CN)C=CC1 (3-cyanobenzylamine). Product: C(#N)C=1C=C(CNC(C2=CC=C(C=C2)N(CCO)CC=2C=C3C(NC(=NC3=CC2)C)=O)=O)C=CC1 (N-(3-cyanobenzyl)-p-[N-(3,4-dihydro-2-methyl-4-oxoquinazolin-6-ylmethyl)-N-(2-hydroxyethyl)amino]benzamide). Reaction SMILES: [CH3:1][C:2]1[N:11](COC(=O)C(C)(C)C)[C:10](=[O:20])[C:9]2[C:4](=[CH:5][CH:6]=[C:7]([CH2:21][N:22]([C:29]3[CH:37]=[CH:36][C:32]([C:33](O)=[O:34])=[CH:31][CH:30]=3)[CH2:23][CH2:24][O:25]C(=O)C)[CH:8]=2)[N:3]=1.[C:38]([C:40]1[CH:41]=[C:42]([CH:45]=[CH:46][CH:47]=1)[CH2:43][NH2:44])#[N:39]>>[C:38]([C:40]1[CH:41]=[C:42]([CH:45]=[CH:46][CH:47]=1)[CH2:43][NH:44][C:33](=[O:34])[C:32]1[CH:31]=[CH:30][C:29]([N:22]([CH2:21][C:7]2[CH:8]=[C:9]3[C:4](=[CH:5][CH:6]=2)[N:3]=[C:2]([CH3:1])[NH:11][C:10]3=[O:20])[CH2:23][CH2:24][OH:25])=[CH:37][CH:36]=1)#[N:39]. Procedure: Using the procedure described in Example 10, p-[N-(3,4-dihydro-2-methyl-4-oxo-3-pivaloyloxymethylquinazolin-6-ylmethyl)-N-(2-acetoxyethyl)amino]benzoic acid was reacted with 3-cyanobenzylamine to give N-(3-cyanobenzyl)-p-[N-(3,4-dihydro-2-methyl-4-oxoquinazolin-6-ylmethyl)-N-(2-hydroxyethyl)amino]benzamide, m.p. 110°-112° C., as a foam. Reactants: ClC1=CC=2NC3=CC=CC=C3SC2C=C1 (2-chlorophenothiazine). The solvent is C1CCOC1 (THF). Run at temperature -78 celsius, time 3 hour. Yields the product C(C)(CC)C1=CC=CC=2SC3=CC=CC=C3NC12 (1-sec-butyl-10H-phenothiazine). Reaction SMILES: Cl[C:2]1[CH:15]=[CH:14][C:13]2[S:12][C:11]3[C:6](=[CH:7][CH:8]=[CH:9][CH:10]=3)[NH:5][C:4]=2[CH:3]=1>C1COCC1>[CH:2]([C:3]1[C:4]2[NH:5][C:6]3[C:11](=[CH:10][CH:9]=[CH:8][CH:7]=3)[S:12][C:13]=2[CH:14]=[CH:15][CH:2]=1)([CH2:3][CH3:4])[CH3:15]. Reported procedure: The stirred solution of 2-chlorophenothiazine (5.02 g, 21.54 mmol) in anhydrous THF (50 mL) was cooled to −78° C. and under argon sec-butyl lithium (77 mL, 108 mmol) was added drop-wise. After all the addition, the resulting orange mixture was stirred at −78° C. for 3 h, then was allowed to warm to room temperature. The reaction was quenched by the slow addition of saturated ammonium chloride, extracted with ethyl acetate (2×400 mL). The combined organics were washed with brine, dried (MgSO4), f... Starting materials: Clc1ncccc1Br, CC(C)C[Al+]CC(C)C, COC(=O)C1CCC(C(=O)Cl)CC1, [Cl-], [Cl-], [Cl-], [H-], [Li+], [Mg], C1CCOC1, [Zn+2], c1ccc(P(c2ccccc2)(c2ccccc2)[Pd](P(c2ccccc2)(c2ccccc2)c2ccccc2)(P(c2ccccc2)(c2ccccc2)c2ccccc2)P(c2ccccc2)(c2ccccc2)c2ccccc2)cc1. Yields the product COC(=O)C1CCC(C(=O)c2cccnc2Cl)CC1. As a reaction SMILES: [Br:14][c:15]1[c:16]([Cl:21])[n:17][cH:18][cH:19][cH:20]1.[CH2:5]([Al+:6][CH2:7][CH:8]([CH3:9])[CH3:10])[CH:11]([CH3:12])[CH3:13].[CH3:22][O:23][C:24](=[O:25])[CH:26]1[CH2:27][CH2:28][CH:29]([C:32](=[O:33])[Cl:34])[CH2:30][CH2:31]1.[Cl-:2].[Cl-:40].[Cl-:42].[H-:4].[Li+:1].[Mg:3].[O:35]1[CH2:36][CH2:37][CH2:38][CH2:39]1.[Zn+2:41].[cH:43]1[cH:44][cH:45][c:46]([P:47]([Pd:48]([P:49]([c:50]2[cH:51][cH:52][cH:53][cH:54][cH:55]2)([c:56]2[cH:57][cH:58][cH:59][cH:60][cH:61]2)[c:62]2[cH:63][cH:64][cH:65][cH:66][cH:67]2)([P:68]([c:69]2[cH:70][cH:71][cH:72][cH:73][cH:74]2)([c:75]2[cH:76][cH:77][cH:78][cH:79][cH:80]2)[c:81]2[cH:82][cH:83][cH:84][cH:85][cH:86]2)[P:87]([c:88]2[cH:89][cH:90][cH:91][cH:92][cH:93]2)([c:94]2[cH:95][cH:96][cH:97][cH:98][cH:99]2)[c:100]2[cH:101][cH:102][cH:103][cH:104][cH:105]2)([c:106]2[cH:107][cH:108][cH:109][cH:110][cH:111]2)[c:112]2[cH:113][cH:114][cH:115][cH:116][cH:117]2)[cH:118][cH:119]1>>[c:15]1([C:32]([CH:29]2[CH2:28][CH2:27][CH:26]([C:24]([O:23][CH3:22])=[O:25])[CH2:31][CH2:30]2)=[O:33])[c:16]([Cl:21])[n:17][cH:18][cH:19][cH:20]1.